From a dataset of the Open Reaction Database (ORD), a public repository of structured organic reaction records. describe an organic reaction: reactants, conditions, products, and yield Reactants: C1OC=2C=C(CCN)C=CC2O1 (3,4-methylenedioxyphenethylamine), ClC=1C2=C(N=C(N1)C1=CC=NO1)SC(=C2)C (4-chloro-2-(isoxazol-5-yl)-6-methyl-thieno-[2,3-d]-pyrimidine). Product: O1N=CC=C1C=1N=C(C2=C(N1)SC(=C2)C)NCCC2=CC1=C(C=C2)OCO1 (2-(isoxazol-5-yl)-4-(3,4-methylenedioxyphenethylamino)-6-methyl-thieno-[2,3-d]-pyrimidine). RXN SMILES: [CH2:1]1[O:12][C:11]2[CH:10]=[CH:9][C:5]([CH2:6][CH2:7][NH2:8])=[CH:4][C:3]=2[O:2]1.Cl[C:14]1[C:15]2[CH:27]=[C:26]([CH3:28])[S:25][C:16]=2[N:17]=[C:18]([C:20]2[O:24][N:23]=[CH:22][CH:21]=2)[N:19]=1>>[O:24]1[C:20]([C:18]2[N:19]=[C:14]([NH:8][CH2:7][CH2:6][C:5]3[CH:9]=[CH:10][C:11]4[O:12][CH2:1][O:2][C:3]=4[CH:4]=3)[C:15]3[CH:27]=[C:26]([CH3:28])[S:25][C:16]=3[N:17]=2)=[CH:21][CH:22]=[N:23]1. Procedure: With the procedure of Example 1, the reaction of 3,4-methylenedioxyphenethylamine with 4-chloro-2-(isoxazol-5-yl)-6-methyl-thieno-[2,3-d]-pyrimidine yields 2-(isoxazol-5-yl)-4-(3,4-methylenedioxyphenethylamino)-6-methyl-thieno-[2,3-d]-pyrimidine. Reactants: CC(=O)[O-], Cc1ccc(C)cc1, CS(C)=O, N#Cc1ccccc1Cl, [Na+], [Na+], [Na+], O=C([O-])[O-], O, OCCN(CCO)CCO, Cl[Pd]Cl, Cc1ccc(B(O)O)cc1. Yields the product Cc1ccc(-c2ccccc2C#N)cc1. As a reaction SMILES: [CH3:27][C:28](=[O:29])[O-:30].[CH3:31][c:32]1[cH:33][cH:34][c:35]([CH3:36])[cH:37][cH:38]1.[CH3:50][S:51]([CH3:52])=[O:53].[Cl:1][c:2]1[c:3]([C:4]#[N:5])[cH:6][cH:7][cH:8][cH:9]1.[Na+:20].[Na+:21].[Na+:26].[O-:22][C:23](=[O:24])[O-:25].[OH2:49].[OH:39][CH2:40][CH2:41][N:42]([CH2:43][CH2:44][OH:45])[CH2:46][CH2:47][OH:48].[Pd:54]([Cl:55])[Cl:56].[c:10]1([CH3:19])[cH:11][cH:12][c:13]([B:16]([OH:17])[OH:18])[cH:14][cH:15]1>>[c:2]1(-[c:13]2[cH:12][cH:11][c:10]([CH3:19])[cH:15][cH:14]2)[c:3]([C:4]#[N:5])[cH:6][cH:7][cH:8][cH:9]1.